From a dataset of the Open Reaction Database (ORD), a public repository of structured organic reaction records. describe an organic reaction: reactants, conditions, products, and yield The reactants are ClC1=CC=NC2=CC(=CC=C12)Cl (4,7-dichloroquinoline), C(C)(C)(C)OC(=O)NC1CNCC1 (3-(tert-butoxycarbonylamino)pyrrolidine), N12CCN(CC1)CC2 (1,4-diazabicyclo[2.2.2]octane). Run in CCO (EtOH). Product: C(C)(C)(C)OC(=O)NC1CN(CC1)C1=CC=NC2=CC(=CC=C12)Cl (4-[3-(tert-Butoxycarbonylamino)pyrrolidin1-yl]-7-chloroquinolin). Reaction SMILES: Cl[C:2]1[C:11]2[C:6](=[CH:7][C:8]([Cl:12])=[CH:9][CH:10]=2)[N:5]=[CH:4][CH:3]=1.[C:13]([O:17][C:18]([NH:20][CH:21]1[CH2:25][CH2:24][NH:23][CH2:22]1)=[O:19])([CH3:16])([CH3:15])[CH3:14].N12CCN(CC1)CC2>CCO>[C:13]([O:17][C:18]([NH:20][CH:21]1[CH2:25][CH2:24][N:23]([C:2]2[C:11]3[C:6](=[CH:7][C:8]([Cl:12])=[CH:9][CH:10]=3)[N:5]=[CH:4][CH:3]=2)[CH2:22]1)=[O:19])([CH3:16])([CH3:14])[CH3:15]. Procedure details: In a method similar to Example A 4,7-dichloroquinoline (0.49 g, 2.0 mmol), 3-(tert-butoxycarbonylamino)pyrrolidine (1.86 g, 10.0 mmol) and 1,4-diazabicyclo[2.2.2]octane (1.12 g, 10.0 mmol) are heated in EtOH for 15 h at reflux. The reaction mixture is concentrated, diluted with EtOAc, washed with water, dried (MgSO4), and concentrated. The residue is purified by column chromatography with hexane-EtOAc yielding 245 mg of the product as a colorless solid. Starting materials: CC(=O)O, O=C(NC(=O)c1c(F)cccc1Cl)Nc1ccc(S(=O)C(F)(F)C(F)F)cc1F, O, OO, O=C(O)C(F)(F)F. The product is O=C(NC(=O)c1c(F)cccc1Cl)Nc1ccc(S(=O)(=O)C(F)(F)C(F)F)cc1F. RXN SMILES: [CH3:1][C:2]([OH:3])=[O:4].[F:12][c:13]1[c:14]([C:15](=[O:16])[NH:17][C:18](=[O:19])[NH:20][c:21]2[c:22]([F:35])[cH:23][c:24]([S:27](=[O:28])[C:29]([CH:30]([F:31])[F:32])([F:33])[F:34])[cH:25][cH:26]2)[c:36]([Cl:40])[cH:37][cH:38][cH:39]1.[OH2:43].[OH:41][OH:42].[OH:5][C:6]([C:7]([F:8])([F:9])[F:10])=[O:11]>>[O:3]=[S:27]([c:24]1[cH:23][c:22]([F:35])[c:21]([NH:20][C:18]([NH:17][C:15]([c:14]2[c:13]([F:12])[cH:39][cH:38][cH:37][c:36]2[Cl:40])=[O:16])=[O:19])[cH:26][cH:25]1)(=[O:28])[C:29]([CH:30]([F:31])[F:32])([F:33])[F:34]. Reactants: IC1=C(C(=C(N)C=C1)Cl)[N+](=O)[O-] (4-Iodo-3-nitro-2-chloroaniline), C(C)(C)(C)C1=NC(=CC=C1)C(C)(C)C (2,6-di-t-butylpyridine), FC([C@](C(=O)Cl)(C)O[Si](C)(C)C)(F)F ((S)-3,3,3-trifluoro-2-(trimethylsilyloxy)-2-methylpropanoyl chloride). The solvent is C(Cl)Cl (DCM). Reaction conditions: time 3 day. Product: ClC1=C(C=CC(=C1[N+](=O)[O-])I)NC([C@@](C(F)(F)F)(C)O[Si](C)(C)C)=O ((R)-N-(2-Chloro-3-nitro-4-iodophenyl)-2-trimethylsilyloxy-2-methyl-3,3,3-trifluoropropanamide). Isolated yield 53.4%. As a reaction SMILES: [I:1][C:2]1[CH:8]=[CH:7][C:5]([NH2:6])=[C:4]([Cl:9])[C:3]=1[N+:10]([O-:12])=[O:11].C(C1C=CC=C(C(C)(C)C)N=1)(C)(C)C.[F:27][C:28]([F:40])([F:39])[C@@:29]([O:34][Si:35]([CH3:38])([CH3:37])[CH3:36])([CH3:33])[C:30](Cl)=[O:31]>C(Cl)Cl>[Cl:9][C:4]1[C:3]([N+:10]([O-:12])=[O:11])=[C:2]([I:1])[CH:8]=[CH:7][C:5]=1[NH:6][C:30](=[O:31])[C@:29]([O:34][Si:35]([CH3:38])([CH3:37])[CH3:36])([CH3:33])[C:28]([F:39])([F:27])[F:40]. Reported procedure: 4-Iodo-3-nitro-2-chloroaniline (Method 70) (1269 mg) and 2,6-di-t-butylpyridine (1.5 ml) were added to a solution of (S)-3,3,3-trifluoro-2-(trimethylsilyloxy)-2-methylpropanoyl chloride (prepared from (R)-3,3,3-trifluoro-2-hydroxy-2-methylpropionic acid (Method 25) as described in J. Med. Chem., 1999, 42, 2741-2746) (6 mmol) in DCM (40 ml). The mixture was stirred for 3 days at ambient temperature. The volatile material was removed by evaporation and the residue was purified by chromatography el... Reactants: N(=[N+]=[N-])C[C@H]1CN(C(O1)=O)C1=CC(=C(C=C1)N1CC(N(CC1)CCOC)=O)F ((5R)-5-Azidomethyl-3-(3-fluoro-4-{4-(2-methoxyethyl)-3-oxopiperazin-1-yl}phenyl)oxazolidin-2-one), C(C)(=O)OCC (ethyl acetate). Reaction conditions: time 2 hour. The product is FC=1C=C(C=CC1N1CC(N(CC1)CCOC)=O)N1C(O[C@H](C1)CNC(C)=O)=O (N-(5S)-[3-(3-fluoro-4-{4-(2-methoxyethyl)-3-oxopiperazin-1-yl}phenyl)-2-oxooxazolidin-5-ylmethyl]acetamide). RXN SMILES: [N:1]([CH2:4][C@@H:5]1[O:9][C:8](=[O:10])[N:7]([C:11]2[CH:16]=[CH:15][C:14]([N:17]3[CH2:22][CH2:21][N:20]([CH2:23][CH2:24][O:25][CH3:26])[C:19](=[O:27])[CH2:18]3)=[C:13]([F:28])[CH:12]=2)[CH2:6]1)=[N+]=[N-].[C:29](OCC)(=[O:31])[CH3:30]>>[F:28][C:13]1[CH:12]=[C:11]([N:7]2[CH2:6][C@H:5]([CH2:4][NH:1][C:29](=[O:31])[CH3:30])[O:9][C:8]2=[O:10])[CH:16]=[CH:15][C:14]=1[N:17]1[CH2:22][CH2:21][N:20]([CH2:23][CH2:24][O:25][CH3:26])[C:19](=[O:27])[CH2:18]1. Procedure details: (5R)-5-Azidomethyl-3-(3-fluoro-4-{4-(2-methoxyethyl)-3-oxopiperazin-1-yl}phenyl)oxazolidin-2-one (750 mg) was dissolved in ethyl acetate (15 ml), and the solution purged with argon. Palladium (10% on carbon, 150 mg) was added, followed by acetic anhydride (0.36 ml) and the mixture stirred at ambient temperature under hydrogen confined in a balloon for 2 hours. The mixture was filtered through celite, evaporated to dryness, and chromatographed on silica, using as eluant a gradient increasing in p... Starting materials: CC(=O)[O-], CC(C)(C)c1nc(C=O)nc(C(C)(C)C)c1O, CN1C(=O)CSC1=S, CC(=O)O, CCO, [Na+], O. Yields the product CN1C(=O)C(=Cc2nc(C(C)(C)C)c(O)c(C(C)(C)C)n2)SC1=S. Reaction SMILES: [CH3:19][C:20](=[O:21])[O-:22].[CH3:1][C:2]([CH3:3])([CH3:4])[c:5]1[n:6][c:7]([CH:16]=[O:17])[n:8][c:9]([C:12]([CH3:13])([CH3:14])[CH3:15])[c:10]1[OH:11].[CH3:23][N:24]1[C:25](=[S:30])[S:26][CH2:27][C:28]1=[O:29].[CH3:31][C:32](=[O:33])[OH:34].[CH3:35][CH2:36][OH:37].[Na+:18].[OH2:38]>>[CH3:1][C:2]([CH3:3])([CH3:4])[c:5]1[n:6][c:7]([CH:16]=[C:27]2[S:26][C:25](=[S:30])[N:24]([CH3:23])[C:28]2=[O:29])[n:8][c:9]([C:12]([CH3:13])([CH3:14])[CH3:15])[c:10]1[OH:11]. Reactants: C1(=CC=CC=2CCCCC12)NC(C)=O (N-(5,6,7,8-tetrahydro-1-naphthyl)acetamide), [H-].[Na+] (NaH), FC1=CC=C(C#N)C=C1 (4-Fluorobenzonitrile), [H][H] (hydrogen). Solvent: CN(C)C=O (DMF), C(C)(=O)O (acetic acid), O (water). Conditions: temperature 900 celsius, time 3 hour. The product is C(#N)C1=CC=C(C=C1)N(C(C)=O)C1=CC=CC=2CCCCC12 (N-(4-cyanophenyl)-N-(5,6,7,8-tetrahydro-1-naphthyl)acetamide). The yield is 38.5%. As a reaction SMILES: [C:1]1([NH:11][C:12](=[O:14])[CH3:13])[C:10]2[CH2:9][CH2:8][CH2:7][CH2:6][C:5]=2[CH:4]=[CH:3][CH:2]=1.[H-].[Na+].[H][H].F[C:20]1[CH:27]=[CH:26][C:23]([C:24]#[N:25])=[CH:22][CH:21]=1>CN(C=O)C.O.C(O)(=O)C>[C:24]([C:23]1[CH:26]=[CH:27][C:20]([N:11]([C:1]2[C:10]3[CH2:9][CH2:8][CH2:7][CH2:6][C:5]=3[CH:4]=[CH:3][CH:2]=2)[C:12](=[O:14])[CH3:13])=[CH:21][CH:22]=1)#[N:25] |f:1.2|. Reported procedure: To a solution of N-(5,6,7,8-tetrahydro-1-naphthyl)acetamide (23 g, 0.12 mole) in DMF (120 ml) was added 80% NaH (3.9 g, 0.13 mole) portionwise over a 45 minute period and the mixture was stirred until hydrogen evolution had ceased as monitored by bubbler. 4-Fluorobenzonitrile (18 g, 0.15 mole) (Aldrich) was added, and the solution stirred at 900° C. under nitrogen for 3 hours. The reaction mixture was acidified with acetic acid, diluted with water (500 ml), and extracted with methylene chloride ... Product: COc1ccc(C(C)(C)C)cc1NC(=O)Nc1ccc(Oc2ccnc(C)n2)c2ccccc12. Reactants: COc1ccc(C(C)(C)C)cc1NC(=O)Nc1ccc(Oc2ccnc(Cl)n2)c2ccccc12, O=C([O-])[O-], COCCOC, CCO, [Na+], [Na+], CN(C)C=O, O, Cl[Pd]Cl, c1ccc(P(c2ccccc2)c2ccccc2)cc1, c1ccc(P(c2ccccc2)c2ccccc2)cc1. Reaction SMILES: [C:1]([CH3:2])([CH3:3])([CH3:4])[c:5]1[cH:6][cH:7][c:8]([O:33][CH3:34])[c:9]([NH:11][C:12](=[O:13])[NH:14][c:15]2[cH:16][cH:17][c:18]([O:25][c:26]3[n:27][c:28]([Cl:32])[n:29][cH:30][cH:31]3)[c:19]3[cH:20][cH:21][cH:22][cH:23][c:24]23)[cH:10]1.[C:50](=[O:51])([O-:52])[O-:53].[CH3:40][O:41][CH2:42][CH2:43][O:44][CH3:45].[CH3:47][CH2:48][OH:49].[Na+:54].[Na+:55].[O:35]=[CH:36][N:37]([CH3:38])[CH3:39].[OH2:46].[Pd:56]([Cl:57])[Cl:58].[c:59]1([P:60]([c:61]2[cH:62][cH:63][cH:64][cH:65][cH:66]2)[c:67]2[cH:68][cH:69][cH:70][cH:71][cH:72]2)[cH:73][cH:74][cH:75][cH:76][cH:77]1.[c:78]1([P:79]([c:80]2[cH:81][cH:82][cH:83][cH:84][cH:85]2)[c:86]2[cH:87][cH:88][cH:89][cH:90][cH:91]2)[cH:92][cH:93][cH:94][cH:95][cH:96]1>>[C:1]([CH3:2])([CH3:3])([CH3:4])[c:5]1[cH:6][cH:7][c:8]([O:33][CH3:34])[c:9]([NH:11][C:12](=[O:13])[NH:14][c:15]2[cH:16][cH:17][c:18]([O:25][c:26]3[n:27][c:28]([CH3:36])[n:29][cH:30][cH:31]3)[c:19]3[cH:20][cH:21][cH:22][cH:23][c:24]23)[cH:10]1.